The task is: describe an organic reaction: reactants, conditions, products, and yield. This data is from the Open Reaction Database (ORD), a public repository of structured organic reaction records. Starting materials: O=C=NC(=O)Cc1ccc(F)cc1, CN1CCN(C2CCN(C(=O)Nc3cc(Oc4ccc(N)cc4)ccn3)CC2)CC1, C1CCOC1. Product: CN1CCN(C2CCN(C(=O)Nc3cc(Oc4ccc(NC(=O)NC(=O)Cc5ccc(F)cc5)cc4)ccn3)CC2)CC1. Reaction SMILES: [F:31][c:32]1[cH:33][cH:34][c:35]([CH2:38][C:39](=[O:40])[N:41]=[C:42]=[O:43])[cH:36][cH:37]1.[NH2:1][c:2]1[cH:3][cH:4][c:5]([O:6][c:7]2[cH:8][c:9]([NH:13][C:14](=[O:15])[N:16]3[CH2:17][CH2:18][CH:19]([N:22]4[CH2:23][CH2:24][N:25]([CH3:28])[CH2:26][CH2:27]4)[CH2:20][CH2:21]3)[n:10][cH:11][cH:12]2)[cH:29][cH:30]1.[O:44]1[CH2:45][CH2:46][CH2:47][CH2:48]1>>[NH:1]([c:2]1[cH:3][cH:4][c:5]([O:6][c:7]2[cH:8][c:9]([NH:13][C:14](=[O:15])[N:16]3[CH2:17][CH2:18][CH:19]([N:22]4[CH2:23][CH2:24][N:25]([CH3:28])[CH2:26][CH2:27]4)[CH2:20][CH2:21]3)[n:10][cH:11][cH:12]2)[cH:29][cH:30]1)[C:42]([NH:41][C:39]([CH2:38][c:35]1[cH:34][cH:33][c:32]([F:31])[cH:37][cH:36]1)=[O:40])=[O:43]. Reactants: C1COCCO1, ClCc1cc2ccccc2s1, N#C[K], O. Product: N#CCc1cc2ccccc2s1. Reaction SMILES: [CH2:15]1[O:16][CH2:17][CH2:18][O:19][CH2:20]1.[Cl:1][CH2:2][c:3]1[cH:4][c:5]2[c:6]([s:7]1)[cH:8][cH:9][cH:10][cH:11]2.[K:12][C:13]#[N:14].[OH2:21]>>[CH2:2]([c:3]1[cH:4][c:5]2[c:6]([s:7]1)[cH:8][cH:9][cH:10][cH:11]2)[C:13]#[N:14]. Starting materials: O (water), C1OC=2C(=CC3=C(C(C(=CO3)C3=CC=C(C=C3)O)=O)C2)O1 (6,7-Methylenedioxy-3-(4-hydroxyphenyl)-4H-1-benzopyran-4-one), BrCCOC(CCC)=O (2-bromoethylbutyrate), C(=O)([O-])[O-].[K+].[K+] (K2CO3). The solvent is CN(C=O)C (dimethylformamide). The product is C1OC=2C(=CC3=C(C(C(=CO3)C3=CC=C(C=C3)OC(CC)C(=O)OCC)=O)C2)O1 (6,7-methylenedioxy-3-[4-(1-ethoxycarbonyl-1-propyloxy)-phenyl]-4H-1-benzopyran-4-one). As a reaction SMILES: [CH2:1]1[O:21][C:4]2=[CH:5][C:6]3[O:11][CH:10]=[C:9]([C:12]4[CH:17]=[CH:16][C:15]([OH:18])=[CH:14][CH:13]=4)[C:8](=[O:19])[C:7]=3[CH:20]=[C:3]2[O:2]1.C([O-])([O-])=O.[K+].[K+].Br[CH2:29][CH2:30][O:31][C:32](=[O:36])[CH2:33][CH2:34][CH3:35].O>CN(C)C=O>[CH2:1]1[O:21][C:4]2=[CH:5][C:6]3[O:11][CH:10]=[C:9]([C:12]4[CH:13]=[CH:14][C:15]([O:18][CH:33]([C:32]([O:31][CH2:30][CH3:29])=[O:36])[CH2:34][CH3:35])=[CH:16][CH:17]=4)[C:8](=[O:19])[C:7]=3[CH:20]=[C:3]2[O:2]1 |f:1.2.3|. Reported procedure: 6,7-Methylenedioxy-3-(4-hydroxyphenyl)-4H-1-benzopyran-4-one [cp. Nippon Kagaku Zasshi 85, 793 (1964), Agr. Biol. Chem. (Tokyo) 32, 740 (1968) and Angew. Chem. 93, 129 (1981)] (2.0 g) is dissolved in dimethylformamide (15 ml) and K2CO3 (2.8 g) is added to the solution. While stirring, 2-bromoethylbutyrate (2.7 g) is dropped into the mixture. The content of the reaction flask is refluxed for 30 min. After cooling, water (50 ml) is added and the mixture is extracted with chloroform (3×30 ml), the ... The reactants are FC=1C=CC(=C(C(=O)NC2=NC=C(C=C2)Cl)C1)NC(=O)C1=NC=C(N=C1)N1CCNCCC1 (5-Fluoro-2-[5-(hexahydro-1,4-diazepin-1-yl)pyrazin-2-yl-carbonylamino]-N-(5-chloropyridin-2-yl)benzamide), C(C)(C)N(C(C)C)CC (N,N-diisopropylethylamine), BrCC(=O)OC(C)(C)C (tert-butyl bromoacetate). The reagents and catalysts are [Cl-].C[N+](CCCC)(CCCC)CCCC (methyltributylammonium chloride). The solvent is C(Cl)Cl (methylene chloride), C(Cl)Cl (methylene chloride). Yields the product C(C)(C)(C)OC(=O)CN1CCN(CCC1)C=1N=CC(=NC1)C(=O)NC1=C(C(=O)NC2=NC=C(C=C2)Cl)C=C(C=C1)F (2-[5-[4-(t-Butoxycarbonylmethyl)hexahydro-1,4-diazepin-1-yl]pyrazin-2-ylcarbonylamino]-5-fluoro-N-(5-chloropyridin-2-yl)benzamide). Reaction SMILES: [F:1][C:2]1[CH:3]=[CH:4][C:5]([NH:18][C:19]([C:21]2[CH:26]=[N:25][C:24]([N:27]3[CH2:33][CH2:32][CH2:31][NH:30][CH2:29][CH2:28]3)=[CH:23][N:22]=2)=[O:20])=[C:6]([CH:17]=1)[C:7]([NH:9][C:10]1[CH:15]=[CH:14][C:13]([Cl:16])=[CH:12][N:11]=1)=[O:8].C(N(CC)C(C)C)(C)C.Br[CH2:44][C:45]([O:47][C:48]([CH3:51])([CH3:50])[CH3:49])=[O:46]>C(Cl)Cl.[Cl-].C[N+](CCCC)(CCCC)CCCC>[C:48]([O:47][C:45]([CH2:44][N:30]1[CH2:31][CH2:32][CH2:33][N:27]([C:24]2[N:25]=[CH:26][C:21]([C:19]([NH:18][C:5]3[CH:4]=[CH:3][C:2]([F:1])=[CH:17][C:6]=3[C:7]([NH:9][C:10]3[CH:15]=[CH:14][C:13]([Cl:16])=[CH:12][N:11]=3)=[O:8])=[O:20])=[N:22][CH:23]=2)[CH2:28][CH2:29]1)=[O:46])([CH3:51])([CH3:50])[CH3:49] |f:4.5|. Procedure: To a solution of 5-fluoro-2-[5-(hexahydro-1,4-diazepin-1-yl)pyrazin-2-ylcarbonylamino]-N-(5-chloropyridin-2-yl)-benzamide (Example 1, 0.3 g, 0.64 mmol) in methylene chloride was added methyltributylammonium chloride (1 mL), N,N-diisopropylethylamine (2.2 mL) and tert-butyl bromoacetate (2.496 g). The mixture was stirred at room temperature until a clear solution was obtained (24–48 h), diluted with methylene chloride (50 mL), washed with water (2×10 mL) and brine, dried over sodium sulfate, evap... RXN SMILES: [Cl:17][C:18]([C:19]([Cl:20])=[O:21])=[O:22].[NH2:23][c:24]1[cH:25][cH:26][cH:27][cH:28][cH:29]1.[O:1]([c:2]1[cH:3][cH:4][cH:5][cH:6][cH:7]1)[c:8]1[cH:9][c:10]([C:11](=[O:12])[OH:13])[cH:14][cH:15][cH:16]1>>[O:1]([c:2]1[cH:3][cH:4][cH:5][cH:6][cH:7]1)[c:8]1[cH:9][c:10]([C:11](=[O:13])[NH:23][c:24]2[cH:25][cH:26][cH:27][cH:28][cH:29]2)[cH:14][cH:15][cH:16]1. The product is O=C(Nc1ccccc1)c1cccc(Oc2ccccc2)c1. Reactants: O=C(Cl)C(=O)Cl, Nc1ccccc1, O=C(O)c1cccc(Oc2ccccc2)c1. Reactants: CCO, Cl, NN, CC(C)CC(C(O)c1ccccc1)N1C(=O)c2ccccc2C1=O, O. Yields the product CC(C)CC(N)C(O)c1ccccc1. RXN SMILES: [CH3:29][CH2:30][OH:31].[ClH:28].[NH2:26][NH2:27].[O:1]=[C:2]1[N:3]([CH:12]([CH:13]([OH:14])[c:15]2[cH:16][cH:17][cH:18][cH:19][cH:20]2)[CH2:21][CH:22]([CH3:23])[CH3:24])[C:10](=[O:11])[c:5]2[c:4]1[cH:9][cH:8][cH:7][cH:6]2.[OH2:25]>>[NH2:3][CH:12]([CH:13]([OH:14])[c:15]1[cH:16][cH:17][cH:18][cH:19][cH:20]1)[CH2:21][CH:22]([CH3:23])[CH3:24].